From a dataset of the Open Reaction Database (ORD), a public repository of structured organic reaction records. describe an organic reaction: reactants, conditions, products, and yield Reactants: CC#N, O=C(CCl)Nc1cncc(F)c1, O=C(OC1CN2CCC1CC2)C1(c2ccccc2)CCCCCC1. Yields the product O=C(C[N+]12CCC(CC1)C(OC(=O)C1(c3ccccc3)CCCCCC1)C2)Nc1cncc(F)c1, [Cl-]. Reaction SMILES: [CH3:37][C:38]#[N:39].[Cl:1][CH2:2][C:3](=[O:4])[NH:5][c:6]1[cH:7][n:8][cH:9][c:10]([F:12])[cH:11]1.[N:13]12[CH2:14][CH:15]([O:21][C:22](=[O:23])[C:24]3([c:31]4[cH:32][cH:33][cH:34][cH:35][cH:36]4)[CH2:25][CH2:26][CH2:27][CH2:28][CH2:29][CH2:30]3)[CH:16]([CH2:17][CH2:18]1)[CH2:19][CH2:20]2>>[CH2:2]([C:3](=[O:4])[NH:5][c:6]1[cH:7][n:8][cH:9][c:10]([F:12])[cH:11]1)[N+:13]12[CH2:14][CH:15]([O:21][C:22](=[O:23])[C:24]3([c:31]4[cH:32][cH:33][cH:34][cH:35][cH:36]4)[CH2:25][CH2:26][CH2:27][CH2:28][CH2:29][CH2:30]3)[CH:16]([CH2:17][CH2:18]1)[CH2:19][CH2:20]2.[Cl-:1]. Starting materials: Cl.CN(S(=O)(=O)C=1C=C(C(=O)Cl)C=CC1N1CCN(CC1)C)C (3-dimethylsulfamoyl-4-(4-methylpiperazine-1-yl)-benzoylchloride-hydrochloride), N (ammonia), C(CCC)O (n-butanol), C(CCC)O (n-butanol). Solvent: O (water). Yields the product C(CCC)OC(C1=CC(=C(C=C1)N1CCN(CC1)C)S(N(C)C)(=O)=O)=O (3-Dimethylsulfamoyl-4-(4-methylpiperazine-1-yl)-benzoic acid-n-butylester). RXN SMILES: Cl.[CH3:2][N:3]([CH3:23])[S:4]([C:7]1[CH:8]=[C:9]([CH:13]=[CH:14][C:15]=1[N:16]1[CH2:21][CH2:20][N:19]([CH3:22])[CH2:18][CH2:17]1)[C:10](Cl)=[O:11])(=[O:6])=[O:5].[CH2:24]([OH:28])[CH2:25][CH2:26][CH3:27].N>O>[CH2:24]([O:28][C:10](=[O:11])[C:9]1[CH:13]=[CH:14][C:15]([N:16]2[CH2:21][CH2:20][N:19]([CH3:22])[CH2:18][CH2:17]2)=[C:7]([S:4](=[O:5])(=[O:6])[N:3]([CH3:23])[CH3:2])[CH:8]=1)[CH2:25][CH2:26][CH3:27] |f:0.1|. Reported procedure: 40 Grams of 3-dimethylsulfamoyl-4-(4-methylpiperazine-1-yl)-benzoylchloride-hydrochloride (0.1 mole) were heated under reflux for 2 hours with 0.4 l of n-butanol. Subsequently the n-butanol was eliminated in vacuo, the residue was dissolved in 0.5 l of water, and the pH value of the filtered solution was adjusted to 8.5 by means of 2N ammonia. The crystalline precipitate was suction-filtered, washed with water, then dried in vacuo at 40° C. and finally dissolved and reprecipitated from a mixture... Starting materials: O1C(CCCC1)ONC(=O)C1=CC2=C(NC=N2)C(=C1NC1=C(C=C(C=C1)I)C)F (7-fluoro-6-(4-iodo-2-methyl-phenylamino)-1H-benzoimidazole-5-carboxylic acid O-(tetrahydro-2H-pyran-2-yl)-oxyamide). Run in Cl (hydrogen chloride), CO (methanol), C(C)O (ethanol). Product: ONC(=O)C1=CC2=C(NC=N2)C(=C1NC1=C(C=C(C=C1)I)C)F (7-fluoro-6-(4-iodo-2-methyl-phenylamino)-1H-benzoimidazole-5-carboxylic acid hydroxyamide). Reaction SMILES: O1CCCCC1[O:7][NH:8][C:9]([C:11]1[C:19]([NH:20][C:21]2[CH:26]=[CH:25][C:24]([I:27])=[CH:23][C:22]=2[CH3:28])=[C:18]([F:29])[C:14]2[NH:15][CH:16]=[N:17][C:13]=2[CH:12]=1)=[O:10]>Cl.CO.C(O)C>[OH:7][NH:8][C:9]([C:11]1[C:19]([NH:20][C:21]2[CH:26]=[CH:25][C:24]([I:27])=[CH:23][C:22]=2[CH3:28])=[C:18]([F:29])[C:14]2[NH:15][CH:16]=[N:17][C:13]=2[CH:12]=1)=[O:10]. Procedure details: The compound 7-fluoro-6-(4-iodo-2-methyl-phenylamino)-1H-benzoimidazole-5-carboxylic acid O-(tetrahydro-2H-pyran-2-yl)-oxyamide is dissolved in an appropriate hydrogen chloride-saturated solvent like methanol or ethanol. Once homogeneous, the solution is concentrated in vacuo to give the desired product. The product may be triturated with an appropriate solvent like chloroform or dichloromethane if further purification is necessary. The reactants are [Na] (sodium), C1(=CC=CC=C1)NN (phenylhydrazine), C(C(=C)C)#N (methacrylonitrile). Solvent: C(C)O (ethanol). Conditions: time 10 minute. Product: NC1=NN(CC1C)C1=CC=CC=C1 (3-Amino-4-methyl-1-phenyl-2-pyrazoline). As a reaction SMILES: [Na].[C:2]1([NH:8][NH2:9])[CH:7]=[CH:6][CH:5]=[CH:4][CH:3]=1.[C:10](#[N:14])[C:11]([CH3:13])=[CH2:12]>C(O)C>[NH2:14][C:10]1[CH:11]([CH3:13])[CH2:12][N:8]([C:2]2[CH:7]=[CH:6][CH:5]=[CH:4][CH:3]=2)[N:9]=1 |^1:0|. Reported procedure: A 2.0 g. amount of sodium metal is dissolved in 200 ml. of absolute ethanol, then 37.4 g. of phenylhydrazine is added followed in 10 minutes by 20.1 g. of methacrylonitrile. The reaction mixture is refluxed for 4 hours then is evaporated to near dryness in vacuo. Water is added to the residue to separate an oil. The oil crystallizes on standing. The solid is dissolved in dichloromethane. The solution is passed through a short column of a hydrous magnesium silicate. The column effluent is evapora... Starting materials: C(C)OC(=O)C1=C(C2=C(C(=N1)C=1OC=CC1)N=C(S2)C2=CC=CC=C2)O (4-furan-2-yl-7-hydroxy-2-phenyl-thiazolo[4,5-c]pyridine-6-carboxylic acid ethyl ester), NCC(=O)O (glycine). Solvent: C[O-].[Na+].CO (sodium methoxide methanol). Yields the product O1C(=CC=C1)C1=NC(=C(C2=C1N=C(S2)C2=CC=CC=C2)O)C(=O)NCC(=O)O ([(4-Furan-2-yl-7-hydroxy-2-phenyl-thiazolo[4,5-c]pyridine-6-carbonyl)-amino]-acetic acid). Yield: 53.0%. As a reaction SMILES: C(O[C:4]([C:6]1[N:11]=[C:10]([C:12]2[O:13][CH:14]=[CH:15][CH:16]=2)[C:9]2[N:17]=[C:18]([C:20]3[CH:25]=[CH:24][CH:23]=[CH:22][CH:21]=3)[S:19][C:8]=2[C:7]=1[OH:26])=[O:5])C.[NH2:27][CH2:28][C:29]([OH:31])=[O:30]>C[O-].[Na+].CO>[O:13]1[CH:14]=[CH:15][CH:16]=[C:12]1[C:10]1[C:9]2[N:17]=[C:18]([C:20]3[CH:25]=[CH:24][CH:23]=[CH:22][CH:21]=3)[S:19][C:8]=2[C:7]([OH:26])=[C:6]([C:4]([NH:27][CH2:28][C:29]([OH:31])=[O:30])=[O:5])[N:11]=1 |f:2.3.4|. Procedure: A mixture of 4-furan-2-yl-7-hydroxy-2-phenyl-thiazolo[4,5-c]pyridine-6-carboxylic acid ethyl ester (78 mg, 0.21 mmole) and glycine (320 mg, 4.26 mmole) in 0.5 M sodium methoxide/methanol (8.1 ml) was refluxed for 4 days before it was cooled to room temperature and concentrated in vacuo. Water (100 ml) and 0.1 N HCl (2.5 ml) were added to the residue and the suspension was extracted with dichloromethane (3×50 ml) and methyl tert-butyl ether (1×50 ml). The resulting yellow-green aqueous solution w... The reactants are C(C1=CC=CC=C1)N1CCOCCC1C (4-benzyl-5-methyl-[1,4]oxazepane), C(C1=CC=CC=C1)N1C(COCCC1C1=CC=CC=C1)=O (4-benzyl-5-phenyl-[1,4]oxazepan-3-one). The product is C(C1=CC=CC=C1)N1CCOCCC1C1=CC=CC=C1 (4-Benzyl-5-phenyl-[1,4]oxazepane), oil. Yield: 39.0%. Reaction SMILES: C(N1C(C)CCOCC1)C1C=CC=CC=1.[CH2:16]([N:23]1[CH:29]([C:30]2[CH:35]=[CH:34][CH:33]=[CH:32][CH:31]=2)[CH2:28][CH2:27][O:26][CH2:25][C:24]1=O)[C:17]1[CH:22]=[CH:21][CH:20]=[CH:19][CH:18]=1>>[CH2:16]([N:23]1[CH:29]([C:30]2[CH:35]=[CH:34][CH:33]=[CH:32][CH:31]=2)[CH2:28][CH2:27][O:26][CH2:25][CH2:24]1)[C:17]1[CH:18]=[CH:19][CH:20]=[CH:21][CH:22]=1. Reported procedure: 4-Benzyl-5-phenyl-[1,4]oxazepane was prepared by the same procedure as that of 4-benzyl-5-methyl-[1,4]oxazepane except for utilizing 4-benzyl-5-phenyl-[1,4]oxazepan-3-one instead of 4-benzyl-5-methyl-[1,4]oxazepan-3-one. 4-Benzyl-5-phenyl-[1,4]oxazepane was obtained as colorless oil (0.28 g, 1.0 mmol, 39%).